From a dataset of the Open Reaction Database (ORD), a public repository of structured organic reaction records. describe an organic reaction: reactants, conditions, products, and yield The reactants are Nc1cn2cc(Br)sc2n1, CC(C)(C)OC(=O)NCC(=O)N1CCCC1C(=O)O, CC(C)(C)OC(=O)NC(C(=O)N1CCCC1C(=O)Nc1cn2cc(Br)sc2n1)c1ccccc1, Cl. Product: CC(C)(C)OC(=O)NCC(=O)N1CCCC1C(=O)Nc1cn2cc(Br)sc2n1. As a reaction SMILES: [Br:2][c:3]1[s:4][c:5]2[n:6][c:7]([NH2:8])[cH:9][n:10]2[cH:11]1.[C:12]([O:13][C:14]([NH:15][CH2:16][C:17]([N:18]1[CH2:19][CH2:20][CH2:21][CH:22]1[C:23]([OH:24])=[O:25])=[O:26])=[O:27])([CH3:28])([CH3:29])[CH3:30].[C:31]([CH3:32])([CH3:33])([CH3:34])[O:35][C:36]([NH:37][CH:38]([C:39](=[O:40])[N:41]1[CH:42]([C:46]([NH:47][c:48]2[n:49][c:50]3[s:51][c:52]([Br:56])[cH:53][n:54]3[cH:55]2)=[O:57])[CH2:43][CH2:44][CH2:45]1)[c:58]1[cH:59][cH:60][cH:61][cH:62][cH:63]1)=[O:64].[ClH:1]>>[C:31]([CH3:32])([CH3:33])([CH3:34])[O:35][C:36]([NH:37][CH2:38][C:39](=[O:40])[N:41]1[CH:42]([C:46]([NH:47][c:48]2[n:49][c:50]3[s:51][c:52]([Br:56])[cH:53][n:54]3[cH:55]2)=[O:57])[CH2:43][CH2:44][CH2:45]1)=[O:64]. The reactants are O (H2O), C(C)(C)(C)NC=1C(=NC2=CC=CC(=C2N1)C1=CC=2C(NCCC2N1)=O)C (2-(3-(tert-butylamino)-2-methylquinoxalin-5-yl)-6,7-dihydro-1H-pyrrolo[3,2-c]pyridin-4(5H)-one), C(=O)([O-])[O-].[K+].[K+] (K2CO3), CI (MeI). Solvent: CN(C)C=O (DMF). Run at temperature 50 celsius, time 24 hour. Yields the product C(C)(C)(C)NC=1C(=NC2=CC=CC(=C2N1)C1=CC=2C(NCCC2N1C)=O)C (2-(3-(tert-butylamino)-2-methylquinoxalin-5-yl)-1-methyl-6,7-dihydro-1H-pyrrolo[3,2-c]pyridin-4(5H)-one). The yield is 34.4%. RXN SMILES: [C:1]([NH:5][C:6]1[C:7]([CH3:26])=[N:8][C:9]2[C:14]([N:15]=1)=[C:13]([C:16]1[NH:24][C:23]3[CH2:22][CH2:21][NH:20][C:19](=[O:25])[C:18]=3[CH:17]=1)[CH:12]=[CH:11][CH:10]=2)([CH3:4])([CH3:3])[CH3:2].[C:27]([O-])([O-])=O.[K+].[K+].CI.O>CN(C=O)C>[C:1]([NH:5][C:6]1[C:7]([CH3:26])=[N:8][C:9]2[C:14]([N:15]=1)=[C:13]([C:16]1[N:24]([CH3:27])[C:23]3[CH2:22][CH2:21][NH:20][C:19](=[O:25])[C:18]=3[CH:17]=1)[CH:12]=[CH:11][CH:10]=2)([CH3:4])([CH3:3])[CH3:2] |f:1.2.3|. Procedure details: A mixture of 2-(3-(tert-butylamino)-2-methylquinoxalin-5-yl)-6,7-dihydro-1H-pyrrolo[3,2-c]pyridin-4(5H)-one (193) (0.10 g, 0.28 mmol), K2CO3 (0.13 g, 0.92 mmol), and MeI (0.027 mL, 0.43 mmol) in DMF (4 mL) was stirred at 50° C. in 24 h. The reaction mixture was cooled, added H2O, the solid was filtered, dried and purified by ISCO (0-30% EtOAc/DCM) to give the title compound (35 mg, 34% yield). 1H NMR (400 MHz, DMSO-d6) δ ppm 7.71-7.78 (1H, m), 7.40-7.50 (1H, m), 7.35 (1H, t, J=7.6 Hz), 6.86 (1H,...